Task: describe an organic reaction: reactants, conditions, products, and yield. Dataset: the Open Reaction Database (ORD), a public repository of structured organic reaction records Reactants: FC=1C=2C=C3N(C2C=CC1)COC1=C3N=C(C=C1)C=1C(=CC3=C(C(=C(O3)C3=CC=C(C=C3)F)C(=O)NC)C1)N(S(=O)(=O)C)C (5-(11-fluoro-6H-pyrido[2′,3′:5,6][1,3]oxazino[3,4-a]indol-2-yl)-2-(4-fluorophenyl)-N-methyl-6-(N-methylmethylsulfonamido)benzofuran-3-carboxamide), C(CCC)[Li] (n-butyllithium), ClC(=O)OCC (ethyl chloroformate). The solvent is C1CCOC1 (THF). Run at time 10 minute. Yields the product FC=1C=2C=C3N(C2C=CC1)COC1=C3N=C(C=C1)C=1C(=CC3=C(C(=C(O3)C3=CC=C(C=C3)F)C(=O)N(C(OCC)=O)C)C1)N(S(=O)(=O)C)C (Ethyl (5-(11-fluoro-6H-pyrido[2′,3′:5,6][1,3]oxazino[3,4-a]indol-2-yl)-2-(4-fluorophenyl)-6-(N-methylmethylsulfonamido)benzofuran -3-carbonyl)(methyl)carbamate). RXN SMILES: [F:1][C:2]1[C:3]2[CH:4]=[C:5]3[C:14]4[N:15]=[C:16]([C:19]5[C:20]([N:39]([CH3:44])[S:40]([CH3:43])(=[O:42])=[O:41])=[CH:21][C:22]6[O:26][C:25]([C:27]7[CH:32]=[CH:31][C:30]([F:33])=[CH:29][CH:28]=7)=[C:24]([C:34]([NH:36][CH3:37])=[O:35])[C:23]=6[CH:38]=5)[CH:17]=[CH:18][C:13]=4[O:12][CH2:11][N:6]3[C:7]=2[CH:8]=[CH:9][CH:10]=1.C([Li])CCC.Cl[C:51]([O:53][CH2:54][CH3:55])=[O:52]>C1COCC1>[F:1][C:2]1[C:3]2[CH:4]=[C:5]3[C:14]4[N:15]=[C:16]([C:19]5[C:20]([N:39]([CH3:44])[S:40]([CH3:43])(=[O:42])=[O:41])=[CH:21][C:22]6[O:26][C:25]([C:27]7[CH:28]=[CH:29][C:30]([F:33])=[CH:31][CH:32]=7)=[C:24]([C:34]([N:36]([CH3:37])[C:51](=[O:52])[O:53][CH2:54][CH3:55])=[O:35])[C:23]=6[CH:38]=5)[CH:17]=[CH:18][C:13]=4[O:12][CH2:11][N:6]3[C:7]=2[CH:8]=[CH:9][CH:10]=1. Procedure: To a solution of 5-(11-fluoro-6H-pyrido[2′,3′:5,6][1,3]oxazino[3,4-a]indol-2-yl)-2-(4-fluorophenyl)-N-methyl-6-(N-methylmethylsulfonamido)benzofuran-3-carboxamide (100 mg, 0.163 mmol) in THF (2 mL) at −78° C. under N2 added n-butyllithium (0.203 ml, 0.325 mmol). After 10 mins, ethyl chloroformate (61.8 mg, 0.569 mmol) was added to the reaction mixture. And the reaction mixture was warmed to room temperature and stirred overnight under N2. The reaction mixture was quenched with 5 ml water extract...